From a dataset of the Open Reaction Database (ORD), a public repository of structured organic reaction records. describe an organic reaction: reactants, conditions, products, and yield Reactants: CC#N, NS(=O)(=O)Cl, OCCCOc1ccc(-n2ccnc2)cc1. The product is NS(=O)(=O)OCCCOc1ccc(-n2ccnc2)cc1. Reaction SMILES: [CH3:22][C:23]#[N:24].[S:17]([NH2:18])(=[O:19])(=[O:20])[Cl:21].[n:1]1(-[c:6]2[cH:7][cH:8][c:9]([O:10][CH2:11][CH2:12][CH2:13][OH:14])[cH:15][cH:16]2)[cH:2][n:3][cH:4][cH:5]1>>[n:1]1(-[c:6]2[cH:7][cH:8][c:9]([O:10][CH2:11][CH2:12][CH2:13][O:14][S:17]([NH2:18])(=[O:19])=[O:20])[cH:15][cH:16]2)[cH:2][n:3][cH:4][cH:5]1. The reactants are NC=1C=NC=CC1C1=CC(=NC(=N1)C(F)(F)F)NC(OC(C)(C)C)=O (tert-butyl 6-(3-aminopyridin-4-yl)-2-(trifluoromethyl)pyrimidin-4-ylcarbamate), C1=CC2=C(N=C1)N(N=N2)O (HOAt), BrC1=CC=CC(=N1)C(=O)O (6-bromopicolinic acid), C(CCl)Cl (EDC). Solvent: CN1CCCC1=O (NMP). Yields the product BrC1=CC=CC(=N1)C(=O)NC=1C=NC=CC1C1=CC(=NC(=N1)C(F)(F)F)NC(OC(C)(C)C)=O (tert-butyl 6-(3-(6-bromopicolinamido)pyridin-4-yl)-2-(trifluoromethyl)pyrimidin-4-ylcarbamate). The yield is 95.0%. RXN SMILES: [NH2:1][C:2]1[CH:3]=[N:4][CH:5]=[CH:6][C:7]=1[C:8]1[N:13]=[C:12]([C:14]([F:17])([F:16])[F:15])[N:11]=[C:10]([NH:18][C:19](=[O:25])[O:20][C:21]([CH3:24])([CH3:23])[CH3:22])[CH:9]=1.[Br:26][C:27]1[N:32]=[C:31]([C:33](O)=[O:34])[CH:30]=[CH:29][CH:28]=1.C(Cl)CCl.C1C=NC2N(O)N=NC=2C=1>CN1C(=O)CCC1>[Br:26][C:27]1[N:32]=[C:31]([C:33]([NH:1][C:2]2[CH:3]=[N:4][CH:5]=[CH:6][C:7]=2[C:8]2[N:13]=[C:12]([C:14]([F:15])([F:16])[F:17])[N:11]=[C:10]([NH:18][C:19](=[O:25])[O:20][C:21]([CH3:22])([CH3:24])[CH3:23])[CH:9]=2)=[O:34])[CH:30]=[CH:29][CH:28]=1. Procedure: Method 27 was followed using tert-butyl 6-(3-aminopyridin-4-yl)-2-(trifluoromethyl)pyrimidin-4-ylcarbamate (1.0 equiv.), 6-bromopicolinic acid (1.0 equiv.), EDC (1.0 equiv.), and HOAt (1.0 equiv.) in NMP yielding tert-butyl 6-(3-(6-bromopicolinamido)pyridin-4-yl)-2-(trifluoromethyl)pyrimidin-4-ylcarbamate>95% yield. LCMS (m/z): 539/541 (MH+); LC Rt=3.97 min. The reactants are [Al+3], Cc1c(C2SCC(=NO)CS2)ncn1Cc1ccccc1, [H-], [H-], [H-], [H-], [Li+], C1CCOC1, O. RXN SMILES: [Al+3:2].[CH2:7]([c:8]1[cH:9][cH:10][cH:11][cH:12][cH:13]1)[n:14]1[cH:15][n:16][c:17]([CH:20]2[S:21][CH2:22][C:23](=[N:26][OH:27])[CH2:24][S:25]2)[c:18]1[CH3:19].[H-:1].[H-:4].[H-:5].[H-:6].[Li+:3].[O:29]1[CH2:30][CH2:31][CH2:32][CH2:33]1.[OH2:28]>>[CH2:7]([c:8]1[cH:9][cH:10][cH:11][cH:12][cH:13]1)[n:14]1[cH:15][n:16][c:17]([CH:20]2[S:21][CH2:22][CH:23]([NH2:26])[CH2:24][S:25]2)[c:18]1[CH3:19]. Product: Cc1c(C2SCC(N)CS2)ncn1Cc1ccccc1. Starting materials: CC[O-].[Na+] (NaOEt), Cl (HCl), C(CC(=O)OCC)(=O)OCC (diethyl malonate), C(C=C)N1C(OC(C2=C1N=C(N=C2)C2=CC=CC=C2)=O)=O (1-(2-propenyl)-7-phenyl-2H-pyrimido[4,5-d][1,3]oxazine-2,4(1H)-dione). Solvent: CN(C)C=O (DMF). The product is C(C)OC(=O)C1=C(C2=C(N=C(N=C2)C2=CC=CC=C2)N(C1=O)CC=C)O (7,8-dihydro-5-hydroxy-7-oxo-2-phenyl-8-(2-propenyl)pyrido[2,3-d]-pyrimidine-6-carboxylic acid ethyl ester). RXN SMILES: CC[O-].[Na+].[C:5]([O:13]CC)(=O)[CH2:6][C:7]([O:9][CH2:10][CH3:11])=[O:8].[CH2:16]([N:19]1[C:24]2[N:25]=[C:26]([C:29]3[CH:34]=[CH:33][CH:32]=[CH:31][CH:30]=3)[N:27]=[CH:28][C:23]=2[C:22](=O)[O:21]C1=O)[CH:17]=[CH2:18].Cl>CN(C=O)C>[CH2:10]([O:9][C:7]([C:6]1[C:5](=[O:13])[N:19]([CH2:16][CH:17]=[CH2:18])[C:24]2[N:25]=[C:26]([C:29]3[CH:34]=[CH:33][CH:32]=[CH:31][CH:30]=3)[N:27]=[CH:28][C:23]=2[C:22]=1[OH:21])=[O:8])[CH3:11] |f:0.1|. Reported procedure: To a 50 ml. solution of NaOEt (0.3 g. Na-0.013 mole) was added 2.08 g. (0.013 mole) of diethyl malonate and this was stirred 10 minutes, then stripped to dryness. DMF was added to form a solution and then 1.85 g. (0.0065 mole) of 1-(2-propenyl)-7-phenyl-2H-pyrimido[4,5-d][1,3]oxazine-2,4(1H)-dione was added and heated at reflux for 1.5 hours. When cool, the reaction was poured into dilute HCl and the resulting precipitate collected on a filter and rinsed with water. Recrystallization from ethyl ... The reactants are CC(C)(C)OC(=O)N1CCC(C=O)CC1, Cl, CN(C(=O)N(C)C1CNCC1c1ccc(F)cc1)c1cc(C(F)(F)F)cc(C(F)(F)F)c1. Yields the product CN(C(=O)N(C)C1CN(CC2CCN(C(=O)OC(C)(C)C)CC2)CC1c1ccc(F)cc1)c1cc(C(F)(F)F)cc(C(F)(F)F)c1. RXN SMILES: [CH:34](=[O:35])[CH:36]1[CH2:37][CH2:38][N:39]([C:42](=[O:43])[O:44][C:45]([CH3:46])([CH3:47])[CH3:48])[CH2:40][CH2:41]1.[ClH:1].[F:2][C:3]([c:4]1[cH:5][c:6]([N:14]([C:15](=[O:16])[N:17]([CH3:18])[CH:19]2[CH2:20][NH:21][CH2:22][CH:23]2[c:24]2[cH:25][cH:26][c:27]([F:30])[cH:28][cH:29]2)[CH3:31])[cH:7][c:8]([C:10]([F:11])([F:12])[F:13])[cH:9]1)([F:32])[F:33]>>[F:2][C:3]([c:4]1[cH:5][c:6]([N:14]([C:15](=[O:16])[N:17]([CH3:18])[CH:19]2[CH2:20][N:21]([CH2:34][CH:36]3[CH2:37][CH2:38][N:39]([C:42](=[O:43])[O:44][C:45]([CH3:46])([CH3:47])[CH3:48])[CH2:40][CH2:41]3)[CH2:22][CH:23]2[c:24]2[cH:25][cH:26][c:27]([F:30])[cH:28][cH:29]2)[CH3:31])[cH:7][c:8]([C:10]([F:11])([F:12])[F:13])[cH:9]1)([F:32])[F:33].